This data is from the Open Reaction Database (ORD), a public repository of structured organic reaction records. The task is: describe an organic reaction: reactants, conditions, products, and yield Reactants: CN(C)Cc1cccc(-c2cc3nccc(Oc4ccc(N)cc4F)c3s2)c1, COc1ccccc1NC(=O)CC(=O)O, CN(C)C=O, On1nnc2ccccc21. The product is COc1ccccc1NC(=O)CC(=O)Nc1ccc(Oc2ccnc3cc(-c4cccc(CN(C)C)c4)sc23)c(F)c1. RXN SMILES: [CH3:1][N:2]([CH3:3])[CH2:4][c:5]1[cH:6][c:7](-[c:11]2[cH:12][c:13]3[n:14][cH:15][cH:16][c:17]([O:20][c:21]4[c:22]([F:28])[cH:23][c:24]([NH2:25])[cH:26][cH:27]4)[c:18]3[s:19]2)[cH:8][cH:9][cH:10]1.[CH3:29][O:30][c:31]1[c:32]([NH:37][C:38]([CH2:39][C:40](=[O:41])[OH:42])=[O:43])[cH:33][cH:34][cH:35][cH:36]1.[CH3:54][N:55]([CH3:56])[CH:57]=[O:58].[OH:44][n:45]1[c:46]2[cH:47][cH:48][cH:49][cH:50][c:51]2[n:52][n:53]1>>[CH3:1][N:2]([CH3:3])[CH2:4][c:5]1[cH:6][c:7](-[c:11]2[cH:12][c:13]3[n:14][cH:15][cH:16][c:17]([O:20][c:21]4[c:22]([F:28])[cH:23][c:24]([NH:25][C:40]([CH2:39][C:38]([NH:37][c:32]5[c:31]([O:30][CH3:29])[cH:36][cH:35][cH:34][cH:33]5)=[O:43])=[O:41])[cH:26][cH:27]4)[c:18]3[s:19]2)[cH:8][cH:9][cH:10]1. Reactants: CC(c1ccc(Br)cc1)N1CCC(CC(C)(C)O)(c2ccccc2)OC1=O, COc1ccc(B(O)O)cn1. Product: COc1ccc(-c2ccc(C(C)N3CCC(CC(C)(C)O)(c4ccccc4)OC3=O)cc2)cn1. RXN SMILES: [Br:1][c:2]1[cH:3][cH:4][c:5]([CH:8]([CH3:9])[N:10]2[C:11](=[O:27])[O:12][C:13]([c:16]3[cH:17][cH:18][cH:19][cH:20][cH:21]3)([CH2:22][C:23]([CH3:24])([CH3:25])[OH:26])[CH2:14][CH2:15]2)[cH:6][cH:7]1.[CH3:28][O:29][c:30]1[cH:31][cH:32][c:33]([B:36]([OH:37])[OH:38])[cH:34][n:35]1>>[c:2]1(-[c:33]2[cH:32][cH:31][c:30]([O:29][CH3:28])[n:35][cH:34]2)[cH:3][cH:4][c:5]([CH:8]([CH3:9])[N:10]2[C:11](=[O:27])[O:12][C:13]([c:16]3[cH:17][cH:18][cH:19][cH:20][cH:21]3)([CH2:22][C:23]([CH3:24])([CH3:25])[OH:26])[CH2:14][CH2:15]2)[cH:6][cH:7]1.